From a dataset of the Open Reaction Database (ORD), a public repository of structured organic reaction records. describe an organic reaction: reactants, conditions, products, and yield Reactants: solution, [OH-].[Na+] (NaOH), [Br-].ClC=1C=C(NC2=CC3=CC=CC=[N+]3C=C2)C=CC1Cl (2-(3,4-dichloroanilino)quinolizinium bromide). Run in O (water). Yields the product ClC=1C=C(C=CC1Cl)N=C1C=C2C=CC=CN2C=C1 (2-(3,4-Dichlorophenylimino)-2H-Quinolizine). Reaction SMILES: [Br-].[Cl:2][C:3]1[CH:4]=[C:5]([CH:17]=[CH:18][C:19]=1[Cl:20])[NH:6][C:7]1[CH:16]=[CH:15][N+:14]2[C:9](=[CH:10][CH:11]=[CH:12][CH:13]=2)[CH:8]=1.[OH-].[Na+]>O>[Cl:2][C:3]1[CH:4]=[C:5]([N:6]=[C:7]2[CH:16]=[CH:15][N:14]3[C:9]([CH:10]=[CH:11][CH:12]=[CH:13]3)=[CH:8]2)[CH:17]=[CH:18][C:19]=1[Cl:20] |f:0.1,2.3|. Reported procedure: A solution of 2-(3,4-dichloroanilino)quinolizinium bromide (23 g, 0.062 mole) in water (1 l.) was warmed to 50°. The warm solution was stirred and treated with a 2 N solution of NaOH (400 ml). The solution precipitated a yellow-orange product and the aqueous solution was warmed at 50° for 1 hour. After cooling and filtration the air dried product weighed 18 g (100%). The reactants are BrC1=CC=C(C=C1)Br (1,4-dibromobenzene), C(C#C)O (propargyl alcohol), C(C#C)O (propargyl alcohol). The reagents and catalysts are C=1C=CC(=CC1)[P](C=2C=CC=CC2)(C=3C=CC=CC3)[Pd]([P](C=4C=CC=CC4)(C=5C=CC=CC5)C=6C=CC=CC6)([P](C=7C=CC=CC7)(C=8C=CC=CC8)C=9C=CC=CC9)[P](C=1C=CC=CC1)(C=1C=CC=CC1)C=1C=CC=CC1 (Pd(Ph3P)4), C=1C=CC(=CC1)[P](C=2C=CC=CC2)(C=3C=CC=CC3)[Pd]([P](C=4C=CC=CC4)(C=5C=CC=CC5)C=6C=CC=CC6)([P](C=7C=CC=CC7)(C=8C=CC=CC8)C=9C=CC=CC9)[P](C=1C=CC=CC1)(C=1C=CC=CC1)C=1C=CC=CC1 (Pd(Ph3P)4), [Cu]I (CuI), [Cu]I (CuI). Solvent: C(CC)N (n-propylamine). Run at time 1 hour. The product is OCC#CC1=CC=C(C=C1)C#CCO (3-[4-(3-Hydroxyprop-1-ynyl)phenyl]prop-2-yn-1-ol). Isolated yield 90.2%. Reaction SMILES: Br[C:2]1[CH:7]=[CH:6][C:5](Br)=[CH:4][CH:3]=1.[CH2:9]([OH:12])[C:10]#[CH:11]>C(N)CC.C1C=CC([P]([Pd]([P](C2C=CC=CC=2)(C2C=CC=CC=2)C2C=CC=CC=2)([P](C2C=CC=CC=2)(C2C=CC=CC=2)C2C=CC=CC=2)[P](C2C=CC=CC=2)(C2C=CC=CC=2)C2C=CC=CC=2)(C2C=CC=CC=2)C2C=CC=CC=2)=CC=1.[Cu]I>[OH:12][CH2:9][C:10]#[C:11][C:2]1[CH:7]=[CH:6][C:5]([C:11]#[C:10][CH2:9][OH:12])=[CH:4][CH:3]=1 |^1:20,22,41,60|. Procedure details: A solution of 1,4-dibromobenzene (1.18 g, 5.0 mmol) in n-propylamine (15 ml) is admixed successively with Pd(Ph3P)4 (116 mg, 2%), CuI (28 mg, 3%) and propargyl alcohol (0.9 ml, 15 mmol) and stirred at RT for 1 h and then at reflux for 7 h. More Pd(Ph3P)4 (58 mg, 1%), CuI (14 mg, 1.5%) and propargyl alcohol (0.45 ml, 7.5 mmol) are then added, and the mixture is stirred at reflux for a further 8 h. After cooling, the reaction mixture is filtered off with suction over kieselguhr and the filter cake... Reactants: [N+](=O)([O-])C=1C=C(C=CC1)NC1=C(C=O)C=CC=N1 (2-(3-nitrophenylamino)nicotinaldehyde), N1=CC(=CC=C1)CCCCCCC(=O)OC (methyl 7-(pyridin-3-yl)heptanoate), [Li+].CC(C)[N-]C(C)C (LDA). Run in CN(C)C=O (DMF). Yields the product [N+](=O)([O-])C=1C=C(C=CC1)N1C(C(=CC2=CC=CN=C12)CCCCCC=1C=NC=CC1)=O (1-(3-nitrophenyl)-3-[5-(3-pyridyl)pentyl]-1,8-naphthyridin-2(1H)-one). Reaction SMILES: [N+:1]([C:4]1[CH:5]=[C:6]([NH:10][C:11]2[N:18]=[CH:17][CH:16]=[CH:15][C:12]=2[CH:13]=O)[CH:7]=[CH:8][CH:9]=1)([O-:3])=[O:2].[N:19]1[CH:24]=[CH:23][CH:22]=[C:21]([CH2:25][CH2:26][CH2:27][CH2:28][CH2:29][CH2:30][C:31](OC)=[O:32])[CH:20]=1.[Li+].CC([N-]C(C)C)C>CN(C=O)C>[N+:1]([C:4]1[CH:5]=[C:6]([N:10]2[C:11]3[C:12](=[CH:15][CH:16]=[CH:17][N:18]=3)[CH:13]=[C:30]([CH2:29][CH2:28][CH2:27][CH2:26][CH2:25][C:21]3[CH:20]=[N:19][CH:24]=[CH:23][CH:22]=3)[C:31]2=[O:32])[CH:7]=[CH:8][CH:9]=1)([O-:3])=[O:2] |f:2.3|. Reported procedure: The procedure of Example 1 was repeated using 2-(3-nitrophenylamino)nicotinaldehyde (1.0 eq.), methyl 7-(pyridin-3-yl)heptanoate (2.0 eq., prepared in Synthetic Example 14) and LDA (2.0 eq.) to obtain 1-(3-nitrophenyl)-3-[5-(3-pyridyl)pentyl]-1,8-naphthyridin-2(1H)-one, mp 155° C./DMF, wherein the product was purified through silica gel column chromatography and recrystallization.